Task: describe an organic reaction: reactants, conditions, products, and yield. Dataset: the Open Reaction Database (ORD), a public repository of structured organic reaction records Starting materials: CC(C)CNC(=O)C(NC(=O)C(C)NCC(Cc1cc(F)cc(F)c1)NC(=O)OC(C)(C)C)C(C)C, ClCCl, O=C(O)C(F)(F)F. The product is CC(C)CNC(=O)C(NC(=O)C(C)NCC(N)Cc1cc(F)cc(F)c1)C(C)C. RXN SMILES: [C:1]([O:2][C:3](=[O:4])[NH:8][CH:9]([CH2:10][NH:11][CH:12]([CH3:13])[C:14](=[O:15])[NH:16][CH:17]([CH:18]([CH3:19])[CH3:20])[C:21](=[O:22])[NH:23][CH2:24][CH:25]([CH3:26])[CH3:27])[CH2:28][c:29]1[cH:30][c:31]([F:36])[cH:32][c:33]([F:35])[cH:34]1)([CH3:5])([CH3:6])[CH3:7].[Cl:44][CH2:45][Cl:46].[OH:37][C:38]([C:39]([F:40])([F:41])[F:42])=[O:43]>>[NH2:8][CH:9]([CH2:10][NH:11][CH:12]([CH3:13])[C:14](=[O:15])[NH:16][CH:17]([CH:18]([CH3:19])[CH3:20])[C:21](=[O:22])[NH:23][CH2:24][CH:25]([CH3:26])[CH3:27])[CH2:28][c:29]1[cH:30][c:31]([F:36])[cH:32][c:33]([F:35])[cH:34]1. Starting materials: O1CC1COC1=CC=C2C(CC(OC2=C1)(C)C)=O (1,2-Epoxy-3-(2,2-dimethylchroman-4-on-7-yl)oxypropane), ClC1=C(C=CC=C1)N1CCNCC1 (N-(o-chlorophenyl)-piperazine). Solvent: C(C)O (ethanol). Yields the product Cl.ClC1=C(C=CC=C1)N1CCN(CC1)CC(COC1=CC=C2C(CC(OC2=C1)(C)C)=O)O (1-(4-(o-chlorophenyl)-piperazino)-3-(2,2-dimethylchroman-4-on-7-yl)oxypropan-2-ol hydrochloride). Yield: 149.8%. As a reaction SMILES: [O:1]1[CH:3]([CH2:4][O:5][C:6]2[CH:15]=[C:14]3[C:9]([C:10](=[O:18])[CH2:11][C:12]([CH3:17])([CH3:16])[O:13]3)=[CH:8][CH:7]=2)[CH2:2]1.[Cl:19][C:20]1[CH:25]=[CH:24][CH:23]=[CH:22][C:21]=1[N:26]1[CH2:31][CH2:30][NH:29][CH2:28][CH2:27]1>C(O)C>[ClH:19].[Cl:19][C:20]1[CH:25]=[CH:24][CH:23]=[CH:22][C:21]=1[N:26]1[CH2:31][CH2:30][N:29]([CH2:2][CH:3]([OH:1])[CH2:4][O:5][C:6]2[CH:15]=[C:14]3[C:9]([C:10](=[O:18])[CH2:11][C:12]([CH3:17])([CH3:16])[O:13]3)=[CH:8][CH:7]=2)[CH2:28][CH2:27]1 |f:3.4|. Procedure: 1,2-Epoxy-3-(2,2-dimethylchroman-4-on-7-yl)oxypropane (7.6 g) and N-(o-chlorophenyl)-piperazine (6.04 g) were heated under reflux in ethanol (150 ml) for 3 hours. The solution was evaporated to dryness in vacuo and treated with an excess of ethanolic hydrogen chloride and evaporated to dryness in vacuo. The residue was crystallised from ethanol/ether to give 1-(4-(o-chlorophenyl)-piperazino)-3-(2,2-dimethylchroman-4-on-7-yl)oxypropan-2-ol hydrochloride (11.07 g), m.p. 169°-173° C. Starting materials: COc1ccc(CN(Cc2ccc(OC)cc2)c2ncc(-c3nc(N4CCOCC4)nc4c3CCN4)cn2)cc1, Cc1ncccc1N=C=O, NC(N)=O. Yields the product COc1ccc(CN(Cc2ccc(OC)cc2)c2ncc(-c3nc(N4CCOCC4)nc4c3CCN4C(=O)Nc3cccnc3C)cn2)cc1. RXN SMILES: [CH3:1][O:2][c:3]1[cH:4][cH:5][c:6]([CH2:7][N:8]([c:9]2[n:10][cH:11][c:12](-[c:15]3[c:16]4[c:17]([n:18][c:19]([N:21]5[CH2:22][CH2:23][O:24][CH2:25][CH2:26]5)[n:20]3)[NH:27][CH2:28][CH2:29]4)[cH:13][n:14]2)[CH2:30][c:31]2[cH:32][cH:33][c:34]([O:37][CH3:38])[cH:35][cH:36]2)[cH:39][cH:40]1.[N:41](=[C:42]=[O:43])[c:44]1[c:45]([CH3:50])[n:46][cH:47][cH:48][cH:49]1.[NH2:51][C:52](=[O:53])[NH2:54]>>[CH3:1][O:2][c:3]1[cH:4][cH:5][c:6]([CH2:7][N:8]([c:9]2[n:10][cH:11][c:12](-[c:15]3[c:16]4[c:17]([n:18][c:19]([N:21]5[CH2:22][CH2:23][O:24][CH2:25][CH2:26]5)[n:20]3)[N:27]([C:42]([NH:41][c:44]3[c:45]([CH3:50])[n:46][cH:47][cH:48][cH:49]3)=[O:43])[CH2:28][CH2:29]4)[cH:13][n:14]2)[CH2:30][c:31]2[cH:32][cH:33][c:34]([O:37][CH3:38])[cH:35][cH:36]2)[cH:39][cH:40]1. Starting materials: [Br-], CC#N, Cc1ccsc1CO, c1ccc([PH+](c2ccccc2)c2ccccc2)cc1. Product: [Br-], Cc1ccsc1C[P+](c1ccccc1)(c1ccccc1)c1ccccc1. RXN SMILES: [Br-:9].[CH3:29][C:30]#[N:31].[OH:1][CH2:2][c:3]1[s:4][cH:5][cH:6][c:7]1[CH3:8].[c:10]1([PH+:16]([c:17]2[cH:18][cH:19][cH:20][cH:21][cH:22]2)[c:23]2[cH:24][cH:25][cH:26][cH:27][cH:28]2)[cH:11][cH:12][cH:13][cH:14][cH:15]1>>[Br-:9].[CH2:2]([c:3]1[s:4][cH:5][cH:6][c:7]1[CH3:8])[P+:16]([c:10]1[cH:11][cH:12][cH:13][cH:14][cH:15]1)([c:17]1[cH:18][cH:19][cH:20][cH:21][cH:22]1)[c:23]1[cH:24][cH:25][cH:26][cH:27][cH:28]1.